From a dataset of the Open Reaction Database (ORD), a public repository of structured organic reaction records. describe an organic reaction: reactants, conditions, products, and yield The reactants are Brc1cccc(Br)n1, [Li]CCCC, [Cl-], ClCCl, [NH4+], CC(C)(C)OC(=O)N1CCC(=O)CC1. Yields the product CC(C)(C)OC(=O)N1CCC(O)(c2cccc(Br)n2)CC1. Reaction SMILES: [Br:1][c:2]1[n:3][c:4]([Br:8])[cH:5][cH:6][cH:7]1.[CH2:9]([Li:10])[CH2:11][CH2:12][CH3:13].[Cl-:28].[Cl:30][CH2:31][Cl:32].[NH4+:29].[O:14]=[C:15]1[CH2:16][CH2:17][N:18]([C:21](=[O:22])[O:23][C:24]([CH3:25])([CH3:26])[CH3:27])[CH2:19][CH2:20]1>>[c:2]1([C:15]2([OH:14])[CH2:16][CH2:17][N:18]([C:21](=[O:22])[O:23][C:24]([CH3:25])([CH3:26])[CH3:27])[CH2:19][CH2:20]2)[n:3][c:4]([Br:8])[cH:5][cH:6][cH:7]1. The reactants are BrC=1C(=C(C=NO)C=CC1I)SC(C)(C)C (3-bromo-2-tert-butylsulfanyl-4-iodo-benzaldehyde oxime), C1(=CC=C(C=C1)S(=O)(=O)O)C (p-toluenesulfonic acid). The solvent is C(CCC)O (n-butanol). Product: BrC1=C(C=CC=2C=NSC21)I (7-bromo-6-iodo-benzo[d]isothiazole). The yield is 28.2%. RXN SMILES: [Br:1][C:2]1[C:3]([S:12]C(C)(C)C)=[C:4]([CH:8]=[CH:9][C:10]=1[I:11])[CH:5]=[N:6]O.C1(C)C=CC(S(O)(=O)=O)=CC=1>C(O)CCC>[Br:1][C:2]1[C:3]2[S:12][N:6]=[CH:5][C:4]=2[CH:8]=[CH:9][C:10]=1[I:11]. Procedure: A mixture of 3-bromo-2-tert-butylsulfanyl-4-iodo-benzaldehyde oxime (1.0 g, 2.4 mmol) and p-toluenesulfonic acid (0.19 g, 1 mmol) in n-butanol (50 mL) were heated to reflux for 16 h. The reaction mixture was cooled and concentrated. Water (40 mL) was added to the residue, followed by saturated sodium bicarbonate solution. The mixture was extracted with dichloromethane (3×40 mL). The combined organic fractions were washed with water, dried over anhydrous sodium sulfate, filtered, and concentrated... Starting materials: Cl (HCl), [H-].[Na+] (sodium hydride), C(CCO)O (propane-1,3-diol), FC(CN=C=S)(F)F (2,2,2-trifluoroethylisothiocyanate), NC1=NC(=CC=C1)Br (2-Amino-6-bromopyridine). Run in C(C)#N (acetonitrile). Reaction conditions: time 1 hour. Product: FC(CNC(NC1=CC=CC(=N1)OCCCO)=S)(F)F (6-[3-(2,2,2-trifluoroethyl)thioureido]-2-(3-hydroxypropoxy)pyridine). RXN SMILES: [H-].[Na+].[CH2:3]([OH:7])[CH2:4][CH2:5][OH:6].[NH2:8][C:9]1[CH:14]=[CH:13][CH:12]=[C:11](Br)[N:10]=1.Cl.[F:17][C:18]([F:24])([F:23])[CH2:19][N:20]=[C:21]=[S:22]>C(#N)C>[F:17][C:18]([F:24])([F:23])[CH2:19][NH:20][C:21](=[S:22])[NH:8][C:9]1[N:10]=[C:11]([O:6][CH2:5][CH2:4][CH2:3][OH:7])[CH:12]=[CH:13][CH:14]=1 |f:0.1|. Procedure details: A 50% w/w dispersion of sodium hydride in oil (0.5 g.) was added in portions to propane-1,3-diol (5 ml.) and the mixture stirred at room temperature for 1 hour. 2-Amino-6-bromopyridine (0.85 g.) was added and the mixture stirred at 150° for 4 hours and then cooled to room temperature. The mixture was taken up in N aqueous HCl and washed with EtOAc and the aqueous phase basified with 10 N aqueous NaOH. The mixture was extracted three times with EtOAc and the combined extracts dried and evaporated...